From a dataset of the Open Reaction Database (ORD), a public repository of structured organic reaction records. describe an organic reaction: reactants, conditions, products, and yield Starting materials: CCN(C(C)C)C(C)C, S=C(Cl)Cl, ClCCl, Nc1c(F)cccc1F. Product: Fc1cccc(F)c1N=C=S. RXN SMILES: [CH:14]([N:15]([CH:16]([CH3:17])[CH3:18])[CH2:19][CH3:20])([CH3:21])[CH3:22].[Cl:10][C:11]([Cl:12])=[S:13].[Cl:23][CH2:24][Cl:25].[F:1][c:2]1[c:3]([NH2:4])[c:5]([F:9])[cH:6][cH:7][cH:8]1>>[F:1][c:2]1[c:3]([N:4]=[C:11]=[S:13])[c:5]([F:9])[cH:6][cH:7][cH:8]1.